Task: describe an organic reaction: reactants, conditions, products, and yield. Dataset: the Open Reaction Database (ORD), a public repository of structured organic reaction records Run in CN1CCCC1=O (NMP), CN1CCCC1=O (NMP), CN1CCCC1=O (NMP), CN1CCCC1=O (NMP), CN1CCCC1=O (NMP), CN1CCCC1=O (NMP), CN1CCCC1=O (NMP). Starting materials: CN[C@@H]1C[C@H]2O[C@@](C)([C@@H]1OC)n1c3ccccc3c3c4c(c5c6ccccc6n2c5c31)C(=O)NC4 (staurosporine), Oc1ccnc(c1)c2cccc(C=O)c2. Reagents/catalysts: CC(C)[O-].CC(C)[O-].CC(C)[O-].CC(C)[O-].[Ti+4] (Ti(OiPr)4), CC(=O)O (acetic acid), CC(=O)O[BH-](OC(C)=O)OC(C)=O.[Na+] (Sodium triacetoxyborohydride). Yields the product CO[C@@H]1[C@@H](C[C@H]2O[C@]1(C)n3c4ccccc4c5c6CNC(=O)c6c7c8ccccc8n2c7c35)N(C)Cc9cccc(c9)c%10cc(O)ccn%10, CN[C@@H]1C[C@H]2O[C@@](C)([C@@H]1OC)n1c3ccccc3c3c4c(c5c6ccccc6n2c5c31)C(=O)NC4 (Staurosporine), Oc1ccnc(c1)c2cccc(C=O)c2. Conditions: temperature 22 celsius, time 18 hour. As a reaction SMILES: [C:1]([CH3:2])([CH3:3])([CH3:4])[O:5][C:6]([c:7]1[c:8]([CH3:27])[cH:9][c:10]([C:13]2=[N:14][O:15][C:16]([CH3:18])([c:19]3[cH:20][c:21]([Cl:26])[cH:22][c:23]([Cl:25])[cH:24]3)[CH2:17]2)[cH:11][cH:12]1)=[O:28].[CH3:29][SiH:30]([CH3:31])[N:32]([CH3:33])[Si:34]([CH3:35])([CH3:36])[CH3:37].[Cl:39][C:40](=[O:41])[O:42][CH3:43].[Li:38].[O:44]1[CH2:45][CH2:46][CH2:47][CH2:48]1>>[C:1]([CH3:2])([CH3:3])([CH3:4])[O:5][C:6]([c:7]1[c:8]([CH3:27])[cH:9][c:10]([C:13]2=[CH:17][C:16]([CH3:18])([c:19]3[cH:20][c:21]([Cl:26])[cH:22][c:23]([Cl:25])[cH:24]3)[O:15][N:14]2[C:40](=[O:41])[O:42][CH3:43])[cH:11][cH:12]1)=[O:28]. Product: COC(=O)N1OC(C)(c2cc(Cl)cc(Cl)c2)C=C1c1ccc(C(=O)OC(C)(C)C)c(C)c1. The reactants are Cc1cc(C2=NOC(C)(c3cc(Cl)cc(Cl)c3)C2)ccc1C(=O)OC(C)(C)C, CN([SiH](C)C)[Si](C)(C)C, COC(=O)Cl, [Li], C1CCOC1. The reactants are CO, COC(=O)C1(c2ccc(Nc3nc(N4CCOCC4)nc4c3CCC4)cc2)CCC1, [Na+], [OH-], O. Product: O=C(O)C1(c2ccc(Nc3nc(N4CCOCC4)nc4c3CCC4)cc2)CCC1. Reaction SMILES: [CH3:34][OH:35].[CH3:3][O:4][C:5](=[O:6])[C:7]1([c:11]2[cH:12][cH:13][c:14]([NH:17][c:18]3[n:19][c:20]([N:27]4[CH2:28][CH2:29][O:30][CH2:31][CH2:32]4)[n:21][c:22]4[c:23]3[CH2:24][CH2:25][CH2:26]4)[cH:15][cH:16]2)[CH2:8][CH2:9][CH2:10]1.[Na+:2].[OH-:1].[OH2:33]>>[O:4]=[C:5]([OH:6])[C:7]1([c:11]2[cH:12][cH:13][c:14]([NH:17][c:18]3[n:19][c:20]([N:27]4[CH2:28][CH2:29][O:30][CH2:31][CH2:32]4)[n:21][c:22]4[c:23]3[CH2:24][CH2:25][CH2:26]4)[cH:15][cH:16]2)[CH2:8][CH2:9][CH2:10]1. Reactants: OCCCCCC1C2CC(CC2CC1)=O (2-(5-hydroxypent-1-yl)bicyclo[3.3.0]octan-7-one), OCCCCCC12CCCC2CC(C1)=O ((5-hydroxypent-1-yl)bicyclo-[3.3.0]octan-7-one), O (water). Solvent: C(C)(=O)O (acetic acid). Run at temperature 75 celsius. The product is C(C)(=O)OCCCCCC1C2CC(CC2CC1)=O (2-(5-acetoxypent-1-yl)bicyclo[3.3.0]octan-7-one). Reaction SMILES: [OH:1][CH2:2][CH2:3][CH2:4][CH2:5][CH2:6][CH:7]1[CH2:14][CH2:13][CH:12]2[CH:8]1[CH2:9][C:10](=[O:15])[CH2:11]2.[OH:16][CH2:17][CH2:18]CCCC12CC(=O)CC1CCC2.O>C(O)(=O)C>[C:17]([O:1][CH2:2][CH2:3][CH2:4][CH2:5][CH2:6][CH:7]1[CH2:14][CH2:13][CH:12]2[CH:8]1[CH2:9][C:10](=[O:15])[CH2:11]2)(=[O:16])[CH3:18]. Reported procedure: The starting material 2-(5-hydroxypent-1-yl)bicyclo[3.3.0]octan-7-one {hexahydro-4-(5-hydroxypentyl)-2(1H)-pentalenone} (0.8 g, 3.8 mmoles) is diluted with glacial acetic acid (7 ml). The reaction is stirred and heated in a 75° C. oil bath for 24 hours, after which time water (20 ml) is added and the reaction partitioned between ether. The ether layer is separated and the aqueous phase extracted again with ether (2×50 ml). The extracts and the organic phase are combined and neutralized with satu... The reagents and catalysts are C(C)(=O)[O-].[Pd+2].C(C)(=O)[O-] (palladium acetate), C1(=CC=CC=C1)P(C1=CC=CC=C1)C1=CC=CC=C1 (triphenylphosphine). RXN SMILES: Br[C:2]1[C:11]2[C:6](=[CH:7][CH:8]=[CH:9][CH:10]=2)[CH:5]=[CH:4][C:3]=1[O:12][CH3:13].[C:14]1(B(O)O)[CH:19]=[CH:18][CH:17]=[CH:16][CH:15]=1.P([O-])([O-])([O-])=O.[K+].[K+].[K+].[Cl-].[NH4+]>C([O-])(=O)C.[Pd+2].C([O-])(=O)C.C1(P(C2C=CC=CC=2)C2C=CC=CC=2)C=CC=CC=1.C(OCC)C.C(COC)OC.O>[CH3:13][O:12][C:3]1[CH:4]=[CH:5][C:6]2[C:11](=[CH:10][CH:9]=[CH:8][CH:7]=2)[C:2]=1[C:14]1[CH:19]=[CH:18][CH:17]=[CH:16][CH:15]=1 |f:2.3.4.5,6.7,8.9.10|. Reactants: resultant mixture, [Cl-].[NH4+] (ammonium chloride), BrC1=C(C=CC2=CC=CC=C12)OC (1-bromo-2-methoxynaphthalene), C1(=CC=CC=C1)B(O)O (phenylboronic acid), P(=O)([O-])([O-])[O-].[K+].[K+].[K+] (potassium phosphate). Yields the product COC1=C(C2=CC=CC=C2C=C1)C1=CC=CC=C1 (2-methoxy-1-phenylnaphthalene). Run in C(C)OCC (diethyl ether), C(OC)COC (dimethoxyethane), O (water). The yield is 65.7%. Procedure details: To a flask charged with 1-bromo-2-methoxynaphthalene (20.0 g, 84.4 mmol), phenylboronic acid (11.3 g, 92.8 mmol), palladium acetate (0.10 g, 0.46 mmol), triphenylphosphine (0.85 g, 2.78 mmol) and potassium phosphate (40.9 g, 177.9 mmol), added was mixture of water (60 mL) and dimethoxyethane (120 mL), and the resultant mixture was heated under reflux for 6 hours. After cooling the mixture to ambient temperature, aqueous ammonium chloride solution (150 mL) and diethyl ether (200 mL) were injected... Reactants: NC(CC(C(=O)OCC1=CC=CC=C1)C1=CC=C(C=C1)O)=O (benzyl 4-amino-2-(4-hydroxyphenyl)-4-oxobutanoate). The reagents and catalysts are [Pd] (palladium). Solvent: C(C)O (ethanol). Run at time 2 hour. The product is NC(CC(C(=O)O)C1=CC=C(C=C1)O)=O (4-Amino-2-(4-hydroxyphenyl)-4-oxobutanoic acid). The yield is 100.4%. Reaction SMILES: [NH2:1][C:2](=[O:22])[CH2:3][CH:4]([C:15]1[CH:20]=[CH:19][C:18]([OH:21])=[CH:17][CH:16]=1)[C:5]([O:7]CC1C=CC=CC=1)=[O:6]>C(O)C.[Pd]>[NH2:1][C:2](=[O:22])[CH2:3][CH:4]([C:15]1[CH:16]=[CH:17][C:18]([OH:21])=[CH:19][CH:20]=1)[C:5]([OH:7])=[O:6]. Procedure: A suspension of benzyl 4-amino-2-(4-hydroxyphenyl)-4-oxobutanoate (327 mg, 1.09 mmol) and palladium on charcol (10%, 50 mg) in ethanol (30 mL) was stirred under a hydrogen atmosphere for 2 h. After replacement of hydrogen with nitrogen the crude reaction mixture was filtered through a thin pad of celite and the filtrate evaporated to dryness to give the title compound as a white solid (229 mg, 100%). LC/MS: 0.81 min; z/e 210, calcd (M+1) 210. 1H NMR (400 MHz: DMSO-d6): 11.9 (1H), 9.10 (1H), 7.10... Reactants: C(C1=CC=CC=C1)OC(=O)NC12CCC(CC1)(CC2)C(=O)O (4-Benzyloxycarbonylaminobicyclo[2.2.2]octane-1-carboxylic acid), N (ammonia), ON1N=NC2=C1C=CC=C2 (N-hydroxybenzotriazole), Cl.C(C)N=C=NCCCN(C)C (1-ethyl-3-(3-dimethylaminopropyl)carbodiimide hydrochloride). Run in C(C)#N (acetonitrile). Run at time 4 hour. The product is C(C1=CC=CC=C1)OC(=O)NC12CCC(CC1)(CC2)C(=O)N (4-benzyloxycarbonylaminobicyclo[2.2.2]octane-1-carboxamide). Isolated yield 89.4%. As a reaction SMILES: [CH2:1]([O:8][C:9]([NH:11][C:12]12[CH2:19][CH2:18][C:15]([C:20]([OH:22])=O)([CH2:16][CH2:17]1)[CH2:14][CH2:13]2)=[O:10])[C:2]1[CH:7]=[CH:6][CH:5]=[CH:4][CH:3]=1.O[N:24]1C2C=CC=CC=2N=N1.Cl.C(N=C=NCCCN(C)C)C.N>C(#N)C>[CH2:1]([O:8][C:9]([NH:11][C:12]12[CH2:19][CH2:18][C:15]([C:20]([NH2:24])=[O:22])([CH2:16][CH2:17]1)[CH2:14][CH2:13]2)=[O:10])[C:2]1[CH:7]=[CH:6][CH:5]=[CH:4][CH:3]=1 |f:2.3|. Procedure details: 4-Benzyloxycarbonylaminobicyclo[2.2.2]octane-1-carboxylic acid (998 mg) was suspended in acetonitrile (20 mL). While the suspension was chilled in an ice bath, N-hydroxybenzotriazole (605 mg) and 1-ethyl-3-(3-dimethylaminopropyl)carbodiimide hydrochloride (757 mg) were sequentially added. The mixture was stirred at room temperature for 4 hours and was left overnight. Subsequently, 25% aqueous ammonia (1.80 mL) was added while the reaction vessel was chilled in an ice bath. The mixture was then s...